From a dataset of the Open Reaction Database (ORD), a public repository of structured organic reaction records. describe an organic reaction: reactants, conditions, products, and yield The reactants are ClCCl, CCCCCC(O)c1ccc(N2C(=O)NC(=O)C2CCCc2ccc(C(=O)OC(C)C)s2)cc1. Yields the product CCCCCC(=O)c1ccc(N2C(=O)NC(=O)C2CCCc2ccc(C(=O)OC(C)C)s2)cc1. RXN SMILES: [Cl:35][CH2:36][Cl:37].[OH:1][CH:2]([CH2:3][CH2:4][CH2:5][CH2:6][CH3:7])[c:8]1[cH:9][cH:10][c:11]([N:14]2[C:15](=[O:34])[NH:16][C:17](=[O:33])[CH:18]2[CH2:19][CH2:20][CH2:21][c:22]2[cH:23][cH:24][c:25]([C:27](=[O:28])[O:29][CH:30]([CH3:31])[CH3:32])[s:26]2)[cH:12][cH:13]1>>[O:1]=[C:2]([CH2:3][CH2:4][CH2:5][CH2:6][CH3:7])[c:8]1[cH:9][cH:10][c:11]([N:14]2[C:15](=[O:34])[NH:16][C:17](=[O:33])[CH:18]2[CH2:19][CH2:20][CH2:21][c:22]2[cH:23][cH:24][c:25]([C:27](=[O:28])[O:29][CH:30]([CH3:31])[CH3:32])[s:26]2)[cH:12][cH:13]1. Product: NC=1C=CC2=C(N=C(S2)C2=CC(=C(C#N)C=C2)C)C1 (4-(5-amino-benzothiazol-2-yl)-methyl-benzonitrile). Procedure details: 8.8 g (29.8 mmol) of 4-(5-nitro-benzothiazol-2-ylmethyl)-benzonitrile are dissolved in 300 ml pyridine, combined with 15.4 g sodium dithionite and 60 ml water at 50° C. and heated to 95° C. for 1 hour. The pyridine is distilled off, the residue is combined with ice water, the precipitated product is suction filtered and dried. Reaction conditions: temperature 95 celsius. Reaction SMILES: [N+:1]([C:4]1[CH:5]=[CH:6][C:7]2[S:11][C:10]([CH2:12][C:13]3[CH:20]=[CH:19][C:16]([C:17]#N)=[CH:15]C=3)=[N:9][C:8]=2[CH:21]=1)([O-])=O.S(S([O-])=O)([O-])=O.[Na+].[Na+].O.[N:31]1C=CC=C[CH:32]=1>>[NH2:1][C:4]1[CH:5]=[CH:6][C:7]2[S:11][C:10]([C:12]3[CH:13]=[CH:20][C:19]([C:32]#[N:31])=[C:16]([CH3:15])[CH:17]=3)=[N:9][C:8]=2[CH:21]=1 |f:1.2.3|. Starting materials: S(=O)([O-])S(=O)[O-].[Na+].[Na+] (sodium dithionite), O (water), [N+](=O)([O-])C=1C=CC2=C(N=C(S2)CC2=CC=C(C#N)C=C2)C1 (4-(5-nitro-benzothiazol-2-ylmethyl)-benzonitrile), N1=CC=CC=C1 (pyridine). Starting materials: FC1(CCC1)C=1C(=CC(=NC1)C(=O)O)OCC(F)(F)F (5-(1-fluorocyclobutyl)-4-(2,2,2-trifluoroethoxy)pyridine-2-carboxylic acid), NC1(CS(C1)(=O)=O)CC(=O)NC (2-(3-amino-1,1-dioxo-thietan-3-yl)-N-methyl-acetamide). Yields the product FC1(CCC1)C=1C(=CC(=NC1)C(=O)NC1(CS(C1)(=O)=O)CC(=O)NC)OCC(F)(F)F (5-(1-fluorocyclobutyl)-N-[3-[2-(methylamino)-2-oxoethyl]-1,1-dioxothietan-3-yl]-4-(2,2,2-trifluoroethoxy)pyridine-2-carboxamide). Reaction SMILES: [F:1][C:2]1([C:6]2[C:7]([O:15][CH2:16][C:17]([F:20])([F:19])[F:18])=[CH:8][C:9]([C:12]([OH:14])=O)=[N:10][CH:11]=2)[CH2:5][CH2:4][CH2:3]1.[NH2:21][C:22]1([CH2:28][C:29]([NH:31][CH3:32])=[O:30])[CH2:25][S:24](=[O:27])(=[O:26])[CH2:23]1>>[F:1][C:2]1([C:6]2[C:7]([O:15][CH2:16][C:17]([F:20])([F:19])[F:18])=[CH:8][C:9]([C:12]([NH:21][C:22]3([CH2:28][C:29]([NH:31][CH3:32])=[O:30])[CH2:25][S:24](=[O:27])(=[O:26])[CH2:23]3)=[O:14])=[N:10][CH:11]=2)[CH2:3][CH2:4][CH2:5]1. Procedure details: The title compound was synthesized in analogy to Example 112e, using 5-(1-fluorocyclobutyl)-4-(2,2,2-trifluoroethoxy)pyridine-2-carboxylic acid (example 285a) and 2-(3-amino-1,1-dioxo-thietan-3-yl)-N-methyl-acetamide (example 282a) as starting materials and isolated (15 mg, 19%); MS (ESI, m/z): 468.3 (M+H+). The reactants are ClC1=CC=C2C=CC(=NC2=N1)N1C(C2=CC=CC=C2C1OC(=O)OC1=CC=CC=C1)=O (2-(7-chloro-1,8-naphthyridin-2-yl)-3-phenoxycarbonyloxy-isoindolin-1-one). Solvent: C(C)#N (acetonitrile). The product is C(CC)N (propylamine), ClC1=CC=C2C=CC(=NC2=N1)N1C(C2=CC=CC=C2C1OC(=O)NCCC)=O (2-(7-chloro-1,8-naphthyridin-2-yl)-3-propylaminocarbonyloxy-isoindolin-1-one). The yield is 178.4%. Reaction SMILES: [Cl:1][C:2]1[N:11]=[C:10]2[C:5]([CH:6]=[CH:7][C:8]([N:12]3[CH:20]([O:21][C:22]([O:24]C4C=CC=CC=4)=O)[C:19]4[C:14](=[CH:15][CH:16]=[CH:17][CH:18]=4)[C:13]3=[O:31])=[N:9]2)=[CH:4][CH:3]=1>C(#N)C>[CH2:8]([NH2:9])[CH2:7][CH3:6].[Cl:1][C:2]1[N:11]=[C:10]2[C:5]([CH:6]=[CH:7][C:8]([N:12]3[CH:20]([O:21][C:22]([NH:9][CH2:8][CH2:7][CH3:6])=[O:24])[C:19]4[C:14](=[CH:15][CH:16]=[CH:17][CH:18]=4)[C:13]3=[O:31])=[N:9]2)=[CH:4][CH:3]=1. Procedure details: Following the procedure of Example 1 but starting with 2-(7-chloro-1,8-naphthyridin-2-yl)-3-phenoxycarbonyloxy-isoindolin-1-one (8.6 g.) and a 40% (w/v) aqueous solution of propylamine (8.75 cc.) in acetonitrile (200 cc.), 2-(7-chloro-1,8-naphthyridin-2-yl)-3-propylaminocarbonyloxy-isoindolin-1-one (4.7 g.), melting at 208°-209° C., is obtained. Reactants: C(C1=CC=C(C(=O)OC)C=C1)(=O)OC (dimethyl terephthalate), C(C1=CC=C(C(=O)OC)C=C1)(=O)OC (dimethyl terephthalate), C1(=CC=CC=C1)P(C1=CC=CC=C1)(C1=CC=CC=C1)=O (triphenylphosphine oxide), [Cl-].C(C1=CC=C(C(=O)[O-])C=C1)(=O)OC (methyl terephthalate chloride), C(=O)(Cl)Cl (phosgene). Reaction conditions: time 5 hour. Yields the product C(C1=CC=C(C(=O)Cl)C=C1)(=O)Cl (terephthalic acid dichloride). RXN SMILES: [C:1]([O:13]C)(=O)[C:2]1[CH:11]=[CH:10][C:5](C(OC)=O)=[CH:4][CH:3]=1.C1(P(=O)(C2C=CC=CC=2)C2C=CC=CC=2)C=CC=CC=1.[C:35]([Cl:38])(Cl)=[O:36].[Cl-:39].C(OC)(=O)C1C=CC(C([O-])=O)=CC=1>>[C:35]([Cl:38])(=[O:36])[C:5]1[CH:10]=[CH:11][C:2]([C:1]([Cl:39])=[O:13])=[CH:3][CH:4]=1 |f:3.4|. Reported procedure: A mixture of 150 g of dimethyl terephthalate and 7 g of triphenylphosphine oxide was gassed with phosgene as in Example 1. After 5 hours, the reaction mixture contained only 1.3% of dimethyl terephthalate and 1.3% of methyl terephthalate chloride. After 6-7 hours, the conversion was complete and terephthalic acid dichloride was obtained (>99% pure). Starting materials: BrC1=CN=C(S1)CCl (5-Bromo-2-(chloromethyl)thiazole), C[S-].[Na+] (sodium thiomethoxide). Run in CN(C)C=O (DMF). Conditions: time 8 hour. Product: BrC1=CN=C(S1)CSC (5-Bromo-2-(methylthiomethyl)thiazole). Isolated yield 28.4%. As a reaction SMILES: [Br:1][C:2]1[S:6][C:5]([CH2:7]Cl)=[N:4][CH:3]=1.[CH3:9][S-:10].[Na+]>CN(C=O)C>[Br:1][C:2]1[S:6][C:5]([CH2:7][S:10][CH3:9])=[N:4][CH:3]=1 |f:1.2|. Procedure: 5-Bromo-2-(chloromethyl)thiazole (177 mg, 0.833 mmol) was stirred in DMF (10 mL) under nitrogen at room temperature and sodium thiomethoxide (117 mg, 1.67 mmol) was added. The mixture was stirred overnight and concentrated. The residue was slurried in ethyl acetate (30 ml), washed with water, dried over sodium sulfate, and concentrated to give a brown oil which was purified by ISCO CombiFlash® chromatography with Heptane:DCM (100:0 to 0:100 over 10 column volume and held for a further 10 CV to g...